From a dataset of the Open Reaction Database (ORD), a public repository of structured organic reaction records. describe an organic reaction: reactants, conditions, products, and yield Reactants: [Na+], C1CCOC1, [OH-], O, O=C1C(Cc2c[nH]c3ccccc23)NCCN1CCc1ccccc1. Product: c1ccc(CCN2CCNC(Cc3c[nH]c4ccccc34)C2)cc1. Reaction SMILES: [Na+:32].[O:1]1[CH2:2][CH2:3][CH2:4][CH2:5]1.[OH-:31].[OH2:33].[nH:6]1[cH:7][c:8]([CH2:15][CH:16]2[C:17](=[O:30])[N:18]([CH2:22][CH2:23][c:24]3[cH:25][cH:26][cH:27][cH:28][cH:29]3)[CH2:19][CH2:20][NH:21]2)[c:9]2[cH:10][cH:11][cH:12][cH:13][c:14]12>>[nH:6]1[cH:7][c:8]([CH2:15][CH:16]2[CH2:17][N:18]([CH2:22][CH2:23][c:24]3[cH:25][cH:26][cH:27][cH:28][cH:29]3)[CH2:19][CH2:20][NH:21]2)[c:9]2[cH:10][cH:11][cH:12][cH:13][c:14]12. Reactants: COc1ccc(C(=O)N(C)C2CN(C(=O)C3CCNCC3)CC2c2ccc(Cl)c(Cl)c2)cc1C(F)(F)F, CCOC(=O)Cl. The product is CCOC(=O)N1CCC(C(=O)N2CC(c3ccc(Cl)c(Cl)c3)C(N(C)C(=O)c3ccc(OC)c(C(F)(F)F)c3)C2)CC1. Reaction SMILES: [Cl:1][c:2]1[cH:3][c:4]([CH:9]2[CH:10]([N:22]([C:23]([c:24]3[cH:25][c:26]([C:32]([F:33])([F:34])[F:35])[c:27]([O:30][CH3:31])[cH:28][cH:29]3)=[O:36])[CH3:37])[CH2:11][N:12]([C:14](=[O:15])[CH:16]3[CH2:17][CH2:18][NH:19][CH2:20][CH2:21]3)[CH2:13]2)[cH:5][cH:6][c:7]1[Cl:8].[Cl:38][C:39](=[O:40])[O:41][CH2:42][CH3:43]>>[Cl:1][c:2]1[cH:3][c:4]([CH:9]2[CH:10]([N:22]([C:23]([c:24]3[cH:25][c:26]([C:32]([F:33])([F:34])[F:35])[c:27]([O:30][CH3:31])[cH:28][cH:29]3)=[O:36])[CH3:37])[CH2:11][N:12]([C:14](=[O:15])[CH:16]3[CH2:17][CH2:18][N:19]([C:39](=[O:40])[O:41][CH2:42][CH3:43])[CH2:20][CH2:21]3)[CH2:13]2)[cH:5][cH:6][c:7]1[Cl:8]. Reactants: [BH4-], CCO, COc1cc2c(cc1OC)C(=O)CCC2, CC(C)[O-], CC(C)[O-], CC(C)[O-], CC(C)[O-], N, [Na+], [Ti+4]. Product: COc1cc2c(cc1OC)C(N)CCC2. RXN SMILES: [BH4-:20].[CH3:17][CH2:18][OH:19].[CH3:1][O:2][c:3]1[cH:4][c:5]2[c:10]([cH:11][c:12]1[O:13][CH3:14])[C:9](=[O:15])[CH2:8][CH2:7][CH2:6]2.[CH3:22][CH:23]([CH3:24])[O-:25].[CH3:27][CH:28]([CH3:29])[O-:30].[CH3:31][CH:32]([CH3:33])[O-:34].[CH3:35][CH:36]([CH3:37])[O-:38].[NH3:16].[Na+:21].[Ti+4:26]>>[CH3:1][O:2][c:3]1[cH:4][c:5]2[c:10]([cH:11][c:12]1[O:13][CH3:14])[CH:9]([NH2:16])[CH2:8][CH2:7][CH2:6]2. Reactants: C1(CC1)OC1=CC(=C(C(=O)OCC)C(=C1)SC)SC (ethyl 4-(cyclopropyloxy)-2,6-bis(methylthio)benzoate), [Li+].[OH-] (LiOH). Solvent: O (water), CO (methanol). Yields the product C1(CC1)OC1=CC(=C(C(=O)O)C(=C1)SC)SC (4-(cyclopropyloxy)-2,6-bis(methylthio)benzoic acid). Reaction SMILES: [CH:1]1([O:4][C:5]2[CH:15]=[C:14]([S:16][CH3:17])[C:8]([C:9]([O:11]CC)=[O:10])=[C:7]([S:18][CH3:19])[CH:6]=2)[CH2:3][CH2:2]1.[Li+].[OH-]>CO.O>[CH:1]1([O:4][C:5]2[CH:6]=[C:7]([S:18][CH3:19])[C:8]([C:9]([OH:11])=[O:10])=[C:14]([S:16][CH3:17])[CH:15]=2)[CH2:2][CH2:3]1 |f:1.2|. Reported procedure: To a microwave heating vial was add ethyl 4-(cyclopropyloxy)-2,6-difluorobenzoate (1 g, 4.13 mmol) and DBU (2.18 ml, 14.5 mmol). The reaction mixture was cooled with dry ice acetone bath. Methanethiol (˜1 ml) was condensed into the vial. The vial was sealed and the resulting reaction mixture was heated at 100° C. with microwave for 1 hour. The volatiles were removed by a stream of nitrogen. The residue was diluted with 60 ml ether, extracted with 2×30 ml 5% KOH. The aqueous portion was acidified... Reactants: NC(O)(C[N+](C)(C)C)CC([O-])=O (aminocamitine), N(=C=O)C1=CC(=CC=C1)OC1=CC=CC=C1 (1-isocyanato-3-phenoxybenzene). Yields the product O(C1=CC=CC=C1)C=1C=C(C=CC1)NC(N[C@H](CC(=O)[O-])C[N+](C)(C)C)=O ((R)-3-(3-(3-Phenoxyphenyl)ureido)-4-(trimethylammonio)butanoate). Yield: 58.0%. RXN SMILES: [NH2:1][C:2]([CH2:9][C:10](=[O:12])[O-:11])([CH2:4][N+:5]([CH3:8])([CH3:7])[CH3:6])O.[N:13]([C:16]1[CH:21]=[CH:20][CH:19]=[C:18]([O:22][C:23]2[CH:28]=[CH:27][CH:26]=[CH:25][CH:24]=2)[CH:17]=1)=[C:14]=[O:15]>>[O:22]([C:18]1[CH:17]=[C:16]([NH:13][C:14](=[O:15])[NH:1][C@@H:2]([CH2:4][N+:5]([CH3:8])([CH3:7])[CH3:6])[CH2:9][C:10]([O-:11])=[O:12])[CH:21]=[CH:20][CH:19]=1)[C:23]1[CH:24]=[CH:25][CH:26]=[CH:27][CH:28]=1. Procedure details: According to the method described in example S11, aminocamitine (1.28 HBr salt, 68 mg, 0.31 mmol) was reacted with 1-isocyanato-3-phenoxybenzene to yield the title compound as a white solid (69 mg, 58%). 1H NMR (400 MHz, CD3OD) 7.34 (t, J=7.96 Hz, 2 H), 7.17-7.23 (m, 2 H), 7.04-7.12 (m, 2 H), 6.95-7.00 (m, 1 H), 6.59 (dd, J=7.83, 2.02 Hz, 1 H), 4.57 (br. s, 1 H), 3.72 (dd, J=13.64, 9.09 Hz, 1 H), 3.46-3.56 (m, 1 H), 3.20 (s, 9 H), 2.42-2.56 (m, 2 H). MS ESI [M]+, calcd for [C20H24N3O4+H]+: 371.4... The reactants are C(C)(=O)OCC([C@]1(CC[C@H]2[C@@H]3C[C@@H](C4=CC(C=C[C@]4(C)C3=CC[C@]12C)=O)C)O)=O (21-acetoxy-17α-hydroxy-6α-methylpregna-1,4,9-(11)-triene-3,20-dione), C([O-])([O-])=O.[K+].[K+] (potassium carbonate). Reported procedure: A 13.58 g sample of 21-acetoxy-17α-hydroxy-6α-methylpregna-1,4,9-(11)-triene-3,20-dione in methanol (850 ml) was hydrolyzed with 10% potassium carbonate (34 ml). The reaction mixture was acidified, diluted with water and concentrated to give a gummy precipitate which was dissolved in ethyl acetate. The extract was washed with water and brine, then dried over sodium sulfate and evaporated. Crystallization of the residue from acetone-hexane give the title compound, m.p. 204°-206° C.; one spot by T... As a reaction SMILES: C([O:4][CH2:5][C:6](=[O:29])[C@:7]1([OH:28])[C@:24]2([CH3:25])[C@H:10]([C@H:11]3[C:21](=[CH:22][CH2:23]2)[C@:19]2([CH3:20])[C:14](=[CH:15][C:16](=[O:26])[CH:17]=[CH:18]2)[C@@H:13]([CH3:27])[CH2:12]3)[CH2:9][CH2:8]1)(=O)C.C(=O)([O-])[O-].[K+].[K+]>CO.O.C(OCC)(=O)C>[OH:28][C@:7]1([C@:24]2([CH3:25])[C@H:10]([C@H:11]3[C:21](=[CH:22][CH2:23]2)[C@:19]2([CH3:20])[C:14](=[CH:15][C:16](=[O:26])[CH:17]=[CH:18]2)[C@@H:13]([CH3:27])[CH2:12]3)[CH2:9][CH2:8]1)[C:6](=[O:29])[CH2:5][OH:4] |f:1.2.3|. Product: O[C@]1(C(CO)=O)CC[C@H]2[C@@H]3C[C@@H](C4=CC(C=C[C@]4(C)C3=CC[C@]12C)=O)C (17α,21-Dihydroxy-6α-methyl-pregn-1,4,9(11)-triene-3,20-dione). The solvent is O (water), C(C)(=O)OCC (ethyl acetate), CO (methanol).